Dataset: the Open Reaction Database (ORD), a public repository of structured organic reaction records. Task: describe an organic reaction: reactants, conditions, products, and yield The yield is 54.4%. Reaction conditions: temperature 20 celsius. As a reaction SMILES: [Br:1]/[C:2](/[C:8]([OH:10])=[O:9])=[C:3](\[Br:7])/[C:4](O)=[O:5].[CH2:11]([CH:13]([C:17]1[CH:22]=[CH:21][CH:20]=[CH:19][CH:18]=1)[CH2:14][CH2:15][NH2:16])[CH3:12].BrC1=C(Br)C(OC1=O)=O>C(O)(=O)C>[C:17]1([CH:13]([CH2:11][CH3:12])[CH2:14][CH2:15][N:16]=[C:4]([OH:5])/[C:3](/[Br:7])=[C:2](/[Br:1])\[C:8]([OH:10])=[O:9])[CH:22]=[CH:21][CH:20]=[CH:19][CH:18]=1. Starting materials: C(C)C(CCN)C1=CC=CC=C1 (3-ethyl-3-phenyl-propylamine), Br/C/1=C(/C(=O)OC1=O)\Br (dibromomaleic anhydride), Br/C(=C(/C(=O)O)\Br)/C(=O)O (dibromomaleic acid). Solvent: C(C)(=O)O (acetic acid). Procedure details: 14 g (0.051 mol) of dibromomaleic acid are stirred in 100 ml of glacial acetic acid under reflux for 1 hour. 8.2 g (0.05 mol) of 3-ethyl-3-phenyl-propylamine are added to the cooled solution of the dibromomaleic anhydride thus prepared, and the mixture is stirred under reflux for a further 3 hours. The mixture is cooled to 20° C. and the precipitate is filtered off with suction. After drying, 11.4 g (56% of theory) of dibromomaleic acid N-3-phenylpentylimide of melting point 71°-73° C. are obtai... Yields the product C1(=CC=CC=C1)C(CCN=C(\C(=C(/C(=O)O)\Br)\Br)O)CC (dibromomaleic acid N-3-phenylpentylimide). The reactants are BrC=1C=C(CNC)C=CC1 (3-bromo-N-methylbenzylamine), CCN(C(C)C)C(C)C (Hunig's base), C(C)(=O)Cl (acetyl chloride). The reagents and catalysts are CN(C1=CC=NC=C1)C (4-(dimethylamino)pyridine). Solvent: CN(C)C=O (DMF). Reaction conditions: time 16 hour. Yields the product BrC=1C=C(CN(C(C)=O)C)C=CC1 (N-(3-Bromobenzyl)-N-methylacetamide). RXN SMILES: [Br:1][C:2]1[CH:3]=[C:4]([CH:8]=[CH:9][CH:10]=1)[CH2:5][NH:6][CH3:7].CCN(C(C)C)C(C)C.[C:20](Cl)(=[O:22])[CH3:21]>CN(C)C1C=CN=CC=1.CN(C=O)C>[Br:1][C:2]1[CH:3]=[C:4]([CH:8]=[CH:9][CH:10]=1)[CH2:5][N:6]([CH3:7])[C:20](=[O:22])[CH3:21]. Procedure: To a DMF (0.1 M) solution of 3-bromo-N-methylbenzylamine (1 eq.), Hunig's base (3 eq) and 4-(dimethylamino)pyridine (5% loading) was added acetyl chloride (1.5 eq). The resulting reaction mixture was stirred at RT for 16 h. After quenching the reaction with sat. aq. NaHCO3, the mixture was extracted with EtOAc. The organic extract was washed with 10% aq. HCl, sat. aq. NaHCO3, and brine. Drying over Na2SO4, filtration and concentration of the filtrate in vacuo afforded the crude product as a yell... Starting materials: C(C)OC1=CC=C(C=C1)C1=C(N2C([C@@H]([C@H]2C1)[C@@H](C)O)=O)C(=O)OCC1=CC=C(C=C1)[N+](=O)[O-] (4-Nitrobenzyl (5R,6S)-3-(4-ethoxyphenyl)-6-[(1R)-1-hydroxyethyl]-7-oxo-1-azabicyclo[3.2.0]hept-2-ene-2-carboxylate), [H][H] (hydrogen), C(O)([O-])=O.[Na+] (sodium hydrogencarbonate), O (water). The reagents and catalysts are [C].[Pd] (palladium-carbon). Solvent: C1CCOC1 (THF). Conditions: time 3 hour. Product: C(C)OC1=CC=C(C=C1)C1=C(N2C([C@@H]([C@H]2C1)[C@@H](C)O)=O)C(=O)[O-].[Na+] (sodium (5R,6S)-3-(4-ethoxyphenyl)-6-[(1R)-1-hydroxyethyl]-7-oxo-1-azabicyclo[3.2.0]hept-2-ene-2-carboxylate). The yield is 42.0%. Reaction SMILES: [CH2:1]([O:3][C:4]1[CH:9]=[CH:8][C:7]([C:10]2[CH2:16][C@H:15]3[N:12]([C:13](=[O:20])[C@@H:14]3[C@H:17]([OH:19])[CH3:18])[C:11]=2[C:21]([O:23]CC2C=CC([N+]([O-])=O)=CC=2)=[O:22])=[CH:6][CH:5]=1)[CH3:2].C(=O)([O-])O.[Na+:38].O.[H][H]>C1COCC1.[C].[Pd]>[CH2:1]([O:3][C:4]1[CH:9]=[CH:8][C:7]([C:10]2[CH2:16][C@H:15]3[N:12]([C:13](=[O:20])[C@@H:14]3[C@H:17]([OH:19])[CH3:18])[C:11]=2[C:21]([O-:23])=[O:22])=[CH:6][CH:5]=1)[CH3:2].[Na+:38] |f:1.2,6.7,8.9|. Procedure details: 4-Nitrobenzyl (5R,6S)-3-(4-ethoxyphenyl)-6-[(1R)-1-hydroxyethyl]-7-oxo-1-azabicyclo[3.2.0]hept-2-ene-2-carboxylate (1.39 g) prepared in accordance to the method described in Tetrahedron Letters, 34, 3211-3214 (1993)] was dissolved in THF (28 mL), and thereto were added under ice cooling sodium hydrogencarbonate in ion-exchange water (28 mL), and 10% palladium-carbon [50% water] (0.14 g). Then the atmosphere was changed with a hydrogen gas, and the mixture was stirred at the same temperature for ... Starting materials: ClC=1C(C(=C(C(C1Cl)=O)C#N)C#N)=O (2,3-Dichloro-5,6-dicyano-1,4-benzoquinone), C1(=CC=C(C=C1)S(=O)(=O)O)C (p-toluenesulphonic acid), COC=1C=C2CCC(C(C2=CC1)CCCCCCCCCCCC(=O)O)C1=CC=C(C=C1)OC (12-[(1RS, 2RS)-6-methoxy-2-p-methoxyphenyl-1,2,3,4- tetrahydronaphth-1-yl]dodecanoic acid). The solvent is C1=CC=CC=C1 (benzene). Yields the product COC=1C=C2C=CC(=C(C2=CC1)CCCCCCCCCCCC(=O)O)C1=CC=C(C=C1)OC (12-(6-methoxy-2-p-methoxyphenylnaphth-1-yl)dodecanoic acid). RXN SMILES: ClC1C(=O)C(C#N)=C(C#N)C(=O)C=1Cl.C1(C)C=CC(S(O)(=O)=O)=CC=1.[CH3:26][O:27][C:28]1[CH:29]=[C:30]2[C:35](=[CH:36][CH:37]=1)[CH:34]([CH2:38][CH2:39][CH2:40][CH2:41][CH2:42][CH2:43][CH2:44][CH2:45][CH2:46][CH2:47][CH2:48][C:49]([OH:51])=[O:50])[CH:33]([C:52]1[CH:57]=[CH:56][C:55]([O:58][CH3:59])=[CH:54][CH:53]=1)[CH2:32][CH2:31]2>C1C=CC=CC=1>[CH3:26][O:27][C:28]1[CH:29]=[C:30]2[C:35](=[CH:36][CH:37]=1)[C:34]([CH2:38][CH2:39][CH2:40][CH2:41][CH2:42][CH2:43][CH2:44][CH2:45][CH2:46][CH2:47][CH2:48][C:49]([OH:51])=[O:50])=[C:33]([C:52]1[CH:53]=[CH:54][C:55]([O:58][CH3:59])=[CH:56][CH:57]=1)[CH:32]=[CH:31]2. Procedure: 2,3-Dichloro-5,6-dicyano-1,4-benzoquinone (0.31 g.) and p-toluenesulphonic acid (0.005 g.) were successively added to a stirred solution of 12-[(1RS, 2RS)-6-methoxy-2-p-methoxyphenyl-1,2,3,4- tetrahydronaphth-1-yl]dodecanoic acid (0.29 g.) in benzene (30 ml.), and the mixture was stirred and heated under reflux for 2 hours whilst a stream of argon was bubbled through it. The mixture was cooled and filtered, the filtrate was evaporated to dryness and the residue was purified by chromatography on ... Starting materials: CC1CN(c2nc3ccccc3s2)CC(C)N1, O=C(NCC(F)(F)F)C1(CCCCBr)c2ccccc2-c2ccccc21. Yields the product CC1CN(c2nc3ccccc3s2)CC(C)N1CCCCC1(C(=O)NCC(F)(F)F)c2ccccc2-c2ccccc21. RXN SMILES: [CH3:27][CH:28]1[CH2:29][N:30]([c:35]2[s:36][c:37]3[c:38]([n:39]2)[cH:40][cH:41][cH:42][cH:43]3)[CH2:31][CH:32]([CH3:34])[NH:33]1.[F:1][C:2]([CH2:3][NH:4][C:5](=[O:6])[C:7]1([CH2:20][CH2:21][CH2:22][CH2:23][Br:24])[c:8]2[cH:9][cH:10][cH:11][cH:12][c:13]2-[c:14]2[cH:15][cH:16][cH:17][cH:18][c:19]21)([F:25])[F:26]>>[F:1][C:2]([CH2:3][NH:4][C:5](=[O:6])[C:7]1([CH2:20][CH2:21][CH2:22][CH2:23][N:33]2[CH:28]([CH3:27])[CH2:29][N:30]([c:35]3[s:36][c:37]4[c:38]([n:39]3)[cH:40][cH:41][cH:42][cH:43]4)[CH2:31][CH:32]2[CH3:34])[c:8]2[cH:9][cH:10][cH:11][cH:12][c:13]2-[c:14]2[cH:15][cH:16][cH:17][cH:18][c:19]21)([F:25])[F:26]. The reactants are [Br-], CC(=O)Nc1ccc(C(=O)C(C)Cl)cc1, CCOC(=O)CC(=O)OCC, CN(C)C=O, [Cl-], [H-], [K+], [Na+], [Na+], O. The product is CCOC(=O)C(C(=O)OCC)C(C)C(=O)c1ccc(NC(C)=O)cc1. Reaction SMILES: [Br-:31].[C:14]([CH3:15])(=[O:16])[NH:17][c:18]1[cH:19][cH:20][c:21]([C:24]([CH:25]([CH3:26])[Cl:27])=[O:28])[cH:22][cH:23]1.[C:1]([CH2:2][C:3](=[O:4])[O:5][CH2:6][CH3:7])(=[O:8])[O:9][CH2:10][CH3:11].[CH3:33][N:34]([CH3:35])[CH:36]=[O:37].[Cl-:30].[H-:12].[K+:32].[Na+:13].[Na+:29].[OH2:38]>>[C:1]([CH:2]([C:3](=[O:4])[O:5][CH2:6][CH3:7])[CH:25]([C:24]([c:21]1[cH:20][cH:19][c:18]([NH:17][C:14]([CH3:15])=[O:16])[cH:23][cH:22]1)=[O:28])[CH3:26])(=[O:8])[O:9][CH2:10][CH3:11].